This data is from the Open Reaction Database (ORD), a public repository of structured organic reaction records. The task is: describe an organic reaction: reactants, conditions, products, and yield Reactants: CS(=O)(=O)OCCN1C(N(C(C1)C1=CC(=CC=C1)C(F)(F)F)C1=CC=C(C=C1)OC1=CC=C(C=C1)Cl)=O (2-(3-(4-(4-chlorophenoxy)phenyl)-2-oxo-4-(3-(trifluoromethyl)phenyl)imidazolidin-1-yl)ethyl methanesulfonate), NCCO (2-aminoethanol). The solvent is C1CCOC1 (THF). Conditions: temperature 80 celsius. Yields the product ClC1=CC=C(OC2=CC=C(C=C2)N2C(N(CC2C2=CC(=CC=C2)C(F)(F)F)CCNCCO)=O)C=C1 (3-(4-(4-chlorophenoxy)phenyl)-1-(2-(2-hydroxyethylamino)ethyl)-4-(3-(trifluoromethyl)-phenyl)imidazolidin-2-one). As a reaction SMILES: CS(O[CH2:6][CH2:7][N:8]1[CH2:12][CH:11]([C:13]2[CH:18]=[CH:17][CH:16]=[C:15]([C:19]([F:22])([F:21])[F:20])[CH:14]=2)[N:10]([C:23]2[CH:28]=[CH:27][C:26]([O:29][C:30]3[CH:35]=[CH:34][C:33]([Cl:36])=[CH:32][CH:31]=3)=[CH:25][CH:24]=2)[C:9]1=[O:37])(=O)=O.[NH2:38][CH2:39][CH2:40][OH:41]>C1COCC1>[Cl:36][C:33]1[CH:32]=[CH:31][C:30]([O:29][C:26]2[CH:25]=[CH:24][C:23]([N:10]3[CH:11]([C:13]4[CH:18]=[CH:17][CH:16]=[C:15]([C:19]([F:20])([F:22])[F:21])[CH:14]=4)[CH2:12][N:8]([CH2:7][CH2:6][NH:38][CH2:39][CH2:40][OH:41])[C:9]3=[O:37])=[CH:28][CH:27]=2)=[CH:35][CH:34]=1. Procedure: To a solution of 2-(3-(4-(4-chlorophenoxy)phenyl)-2-oxo-4-(3-(trifluoromethyl)phenyl)imidazolidin-1-yl)ethyl methanesulfonate (12.0 mg, 0.0216 mmol) in THF (0.3 mL) is added 2-aminoethanol (6.53 μL, 0.108 mmol). The reaction mixture is heated at 80° C. for 2 h before removal of the solvent. The residue is purified by preparatory LC/MS to provide the title compound; HPLC-MS calculated for C26H25ClF3N3O3 (M+H+) 520.2, found 520.2. The product is Oc1cc(Br)ccc1Br. The reactants are Nc1cc(Br)ccc1Br, Nc1cc(Br)ccc1Br, O=S(=O)(O)O, O=S(=O)(O)O, Cc1ccccc1C. Reaction SMILES: [Br:1][c:2]1[c:3]([NH2:4])[cH:5][c:6]([Br:9])[cH:7][cH:8]1.[Br:20][c:21]1[cH:22][cH:23][c:24]([Br:25])[cH:26][c:27]1[NH2:28].[S:10]([OH:11])(=[O:12])(=[O:13])[OH:14].[S:15]([OH:16])([OH:17])(=[O:18])=[O:19].[c:29]1([CH3:30])[c:31]([CH3:32])[cH:33][cH:34][cH:35][cH:36]1>>[Br:1][c:2]1[c:3]([OH:11])[cH:5][c:6]([Br:9])[cH:7][cH:8]1. The reactants are BrC1=CC=CC(=N1)CC(=O)O ((6-bromo-pyridin-2-yl)-acetic acid), OS(=O)(=O)O (H2SO4), C(C)O (ethanol). Product: C(C)OC(CC1=NC(=CC=C1)Br)=O ((6-Bromo-pyridin-2-yl)-acetic acid ethyl ester). As a reaction SMILES: [Br:1][C:2]1[N:7]=[C:6]([CH2:8][C:9]([OH:11])=[O:10])[CH:5]=[CH:4][CH:3]=1.OS(O)(=O)=O.[CH2:17](O)[CH3:18]>>[CH2:17]([O:10][C:9](=[O:11])[CH2:8][C:6]1[CH:5]=[CH:4][CH:3]=[C:2]([Br:1])[N:7]=1)[CH3:18]. Reported procedure: To a solution of (6-bromo-pyridin-2-yl)-acetic acid (34.0 g, 158.14 mmol) in ethanol (300 ml) was added conc. H2SO4 (5.0 ml) and heated to reflux for 12 h. The reaction mixture was cooled to rt and concentrated under reduced pressure to dryness. Water was added to the residue and the product was extracted with ethyl acetate. Organic layer was washed with brine, dried over anhy. Na2SO4 and concentrated under reduced pressure to furnish the crude product. Column chromatography purification furnish...